The task is: describe an organic reaction: reactants, conditions, products, and yield. This data is from the Open Reaction Database (ORD), a public repository of structured organic reaction records. Reactants: BrC=1C=C(SC1C1=CC(=CC(=C1)F)Cl)C(=O)OCC (Ethyl 4-bromo-5-(3-chloro-5-fluorophenyl)thiophene-2-carboxylate), C(#N)C=1C=C(C=CC1F)B(O)O (3-cyano-4-fluorophenylboronic acid), C([O-])([O-])=O.[Cs+].[Cs+] (cesium carbonate), C1(CCCCC1)P(C1=C(C=CC=C1)C1=C(C=C(C=C1C(C)C)C(C)C)C(C)C)C1CCCCC1 (dicyclohexyl[2′,4′,6′-tri(propan-2-yl)biphenyl-2-yl]phosphane). Reagents/catalysts: C(C)(=O)[O-].[Pd+2].C(C)(=O)[O-] (palladium(II) acetate). The solvent is COCCOC (1,2-dimethoxyethane). Run at temperature 50 celsius, time 8 hour. Product: ClC=1C=C(C=C(C1)F)C1=C(C=C(S1)C(=O)OCC)C1=CC(=C(C=C1)F)C#N (Ethyl 5-(3-chloro-5-fluorophenyl)-4-(3-cyano-4-fluorophenyl)thiophene-2-carboxylate). As a reaction SMILES: Br[C:2]1[CH:3]=[C:4]([C:15]([O:17][CH2:18][CH3:19])=[O:16])[S:5][C:6]=1[C:7]1[CH:12]=[C:11]([F:13])[CH:10]=[C:9]([Cl:14])[CH:8]=1.[C:20]([C:22]1[CH:23]=[C:24](B(O)O)[CH:25]=[CH:26][C:27]=1[F:28])#[N:21].C(=O)([O-])[O-].[Cs+].[Cs+].C1(P(C2CCCCC2)C2C=CC=CC=2C2C(C(C)C)=CC(C(C)C)=CC=2C(C)C)CCCCC1>COCCOC.C([O-])(=O)C.[Pd+2].C([O-])(=O)C>[Cl:14][C:9]1[CH:8]=[C:7]([C:6]2[S:5][C:4]([C:15]([O:17][CH2:18][CH3:19])=[O:16])=[CH:3][C:2]=2[C:24]2[CH:25]=[CH:26][C:27]([F:28])=[C:22]([C:20]#[N:21])[CH:23]=2)[CH:12]=[C:11]([F:13])[CH:10]=1 |f:2.3.4,7.8.9|. Reported procedure: Under argon, 220 mg (0.61 mmol) of the compound from Example 9A are provided in 6.2 ml of 1,2-dimethoxyethane, and 100 mg (0.61 mmol) of 3-cyano-4-fluorophenylboronic acid, 593 mg (1.82 mmol) of cesium carbonate, 20.0 mg (0.04 mmol) of dicyclohexyl[2′,4′,6′-tri(propan-2-yl)biphenyl-2-yl]phosphane and 4.0 mg (0.02 mmol) of palladium(II) acetate are added. The mixture is stirred at 50° C. overnight. The same amount of catalyst and ligand is added once more, and the mixture is stirred at 50° C. ove... The reactants are C(C)(=S)N (thioacetamide), O1CCCC1 (tetrahydrofuran), ClC(C(=O)[O-])C(=O)C (2-chloroaceto acetate), O1CCCC1 (tetrahydrofuran). Conditions: temperature 80 celsius, time 1 hour. Product: CC=1SC(=C(N1)C)C(=O)OCC (ethyl 2,4-dimethyl-1,3-thiazole-5-carboxylate). As a reaction SMILES: [C:1]([NH2:4])(=[S:3])[CH3:2].Cl[CH:6]([C:10]([CH3:12])=O)[C:7]([O-:9])=[O:8].O1CC[CH2:15][CH2:14]1>>[CH3:2][C:1]1[S:3][C:6]([C:7]([O:9][CH2:14][CH3:15])=[O:8])=[C:10]([CH3:12])[N:4]=1. Reported procedure: 126 mmol of thioacetamide was dissolved in 378 ml of tetrahydrofuran, then a solution, in which 120 mmol of 2-chloroaceto acetate was dissolved in 36 ml of tetrahydrofuran, was gradually dropped with keeping a temperature at 0 to 10° C. using an ice bath. After the dropping, stirring was continued for 1 hour at a room temperature, then the temperature was heated up to 80° C. and the reaction was continued for 3 hours. The reacted liquid was kept still overnight. A recrystallized solid was filtra...